From a dataset of the Open Reaction Database (ORD), a public repository of structured organic reaction records. describe an organic reaction: reactants, conditions, products, and yield Starting materials: ClC=1C=C2C(=C(C(NC2=CC1)=O)C#N)OS(=O)(=O)C(F)(F)F (trifluoro-methanesulfonic acid 6-chloro-3-cyano-2-oxo-1,2-dihydro-quinolin-4-yl ester), C(C)(C)C=1C=C(C=CC1)B(O)O (3-isopropylphenylboronic acid), [O-]P(=O)([O-])[O-].[K+].[K+].[K+] (potassium phosphate tribasic). The reagents and catalysts are C=1C=CC(=CC1)[P](C=2C=CC=CC2)(C=3C=CC=CC3)[Pd]([P](C=4C=CC=CC4)(C=5C=CC=CC5)C=6C=CC=CC6)([P](C=7C=CC=CC7)(C=8C=CC=CC8)C=9C=CC=CC9)[P](C=1C=CC=CC1)(C=1C=CC=CC1)C=1C=CC=CC1 (tetrakis(triphenylphosphine)palladium). The solvent is [NH4+].[Cl-] (NH4Cl), O1CCOCC1 (dioxane). Conditions: temperature 100 celsius, time 2 hour. Yields the product ClC=1C=C2C(=C(C(NC2=CC1)=O)C#N)C1=CC(=CC=C1)C(C)C (6-Chloro-4-(3-isopropyl-phenyl)-2-oxo-1,2-dihydro-quinoline-3-carbonitrile). As a reaction SMILES: [Cl:1][C:2]1[CH:3]=[C:4]2[C:9](=[CH:10][CH:11]=1)[NH:8][C:7](=[O:12])[C:6]([C:13]#[N:14])=[C:5]2OS(C(F)(F)F)(=O)=O.[CH:23]([C:26]1[CH:27]=[C:28](B(O)O)[CH:29]=[CH:30][CH:31]=1)([CH3:25])[CH3:24].[O-]P([O-])([O-])=O.[K+].[K+].[K+]>O1CCOCC1.[NH4+].[Cl-].C1C=CC([P]([Pd]([P](C2C=CC=CC=2)(C2C=CC=CC=2)C2C=CC=CC=2)([P](C2C=CC=CC=2)(C2C=CC=CC=2)C2C=CC=CC=2)[P](C2C=CC=CC=2)(C2C=CC=CC=2)C2C=CC=CC=2)(C2C=CC=CC=2)C2C=CC=CC=2)=CC=1>[Cl:1][C:2]1[CH:3]=[C:4]2[C:9](=[CH:10][CH:11]=1)[NH:8][C:7](=[O:12])[C:6]([C:13]#[N:14])=[C:5]2[C:30]1[CH:29]=[CH:28][CH:27]=[C:26]([CH:23]([CH3:25])[CH3:24])[CH:31]=1 |f:2.3.4.5,7.8,^1:54,56,75,94|. Reported procedure: A mixture of trifluoro-methanesulfonic acid 6-chloro-3-cyano-2-oxo-1,2-dihydro-quinolin-4-yl ester (400 mg, 1.13 mmol, Eq: 1.00), 3-isopropylphenylboronic acid (223 mg, 1.36 mmol, Eq: 1.2), potassium phosphate tribasic (361 mg, 1.7 mmol, Eq: 1.5) and tetrakis(triphenylphosphine)palladium (0) (65.5 mg, 56.7 μmol, Eq: 0.05) in dioxane (8.00 ml) was heated to 100° C. for 4 h. The reaction mixture was cooled to RT, diluted with sat. NH4Cl solution and extracted with ethyl acetate (2×). The combined ...